From a dataset of the Open Reaction Database (ORD), a public repository of structured organic reaction records. describe an organic reaction: reactants, conditions, products, and yield Starting materials: NC1=C(C=C(C=C1)O)C(CC(C)C)=O (1-(2-amino-5-hydroxyphenyl)-3-methyl-1-butanone), N(=O)[O-].[Na+] (sodium nitrite), O.O.[Sn](Cl)Cl (tin(II) chloride dihydrate). Solvent: O (water), Cl (hydrochloric acid), Cl (hydrochloric acid). Yields the product OC=1C=C2C(=NNC2=CC1)CC(C)C (5-hydroxy-3-isobutyl-1H-indazole). The yield is 41.1%. RXN SMILES: [NH2:1][C:2]1[CH:7]=[CH:6][C:5]([OH:8])=[CH:4][C:3]=1[C:9](=O)[CH2:10][CH:11]([CH3:13])[CH3:12].[N:15]([O-])=O.[Na+].O.O.[Sn](Cl)Cl>O.Cl>[OH:8][C:5]1[CH:4]=[C:3]2[C:2](=[CH:7][CH:6]=1)[NH:1][N:15]=[C:9]2[CH2:10][CH:11]([CH3:13])[CH3:12] |f:1.2,3.4.5|. Procedure: In an analogous manner to the procedure of Example XIV, 783 mg (4.05 mmol) of 1-(2-amino-5-hydroxyphenyl)-3-methyl-1-butanone in 30 ml of half-conc. hydrochloric acid are reacted with 294 mg (4.25 mmol) of sodium nitrite in 15 ml of water and 914 mg (4.05 mmol) of tin(II) chloride dihydrate in 15 ml of conc. hydrochloric acid to give 317 mg (41%) of 5-hydroxy-3-isobutyl-1H-indazole.